Dataset: the Open Reaction Database (ORD), a public repository of structured organic reaction records. Task: describe an organic reaction: reactants, conditions, products, and yield Reactants: O=C([O-])[O-], CO, [Cs+], [Cs+], CC(C)c1cc(O)cc2c1C(=O)NS2(=O)=O, ClCSc1ccccc1. The product is CC(C)c1cc(O)cc2c1C(=O)N(CSc1ccccc1)S2(=O)=O. As a reaction SMILES: [C:17](=[O:18])([O-:19])[O-:20].[CH3:32][OH:33].[Cs+:21].[Cs+:22].[OH:1][c:2]1[cH:3][c:4]([CH:14]([CH3:15])[CH3:16])[c:5]2[c:11]([cH:12]1)[S:8](=[O:9])(=[O:10])[NH:7][C:6]2=[O:13].[c:23]1([S:29][CH2:30][Cl:31])[cH:24][cH:25][cH:26][cH:27][cH:28]1>>[OH:1][c:2]1[cH:3][c:4]([CH:14]([CH3:15])[CH3:16])[c:5]2[c:11]([cH:12]1)[S:8](=[O:9])(=[O:10])[N:7]([CH2:30][S:29][c:23]1[cH:24][cH:25][cH:26][cH:27][cH:28]1)[C:6]2=[O:13]. Starting materials: ClC1=NC=NC2=CC(=C(C=C12)OC)OCCCN1CCCCC1 (4-chloro-6-methoxy-7-(3-piperidinopropoxy)quinazoline), FC1=C2C=C(NC2=CC=C1O)C (4-fluoro-5-hydroxy-2-methylindole). Yields the product FC1=C2C=C(NC2=CC=C1OC1=NC=NC2=CC(=C(C=C12)OC)OCCCN1CCCCC1)C (4-(4-fluoro-2-methylindol-5-yloxy)-6-methoxy-7-(3-piperidinopropoxy)quinazoline). Yield: 83.6%. RXN SMILES: Cl[C:2]1[C:11]2[C:6](=[CH:7][C:8]([O:14][CH2:15][CH2:16][CH2:17][N:18]3[CH2:23][CH2:22][CH2:21][CH2:20][CH2:19]3)=[C:9]([O:12][CH3:13])[CH:10]=2)[N:5]=[CH:4][N:3]=1.[F:24][C:25]1[C:33]([OH:34])=[CH:32][CH:31]=[C:30]2[C:26]=1[CH:27]=[C:28]([CH3:35])[NH:29]2>>[F:24][C:25]1[C:33]([O:34][C:2]2[C:11]3[C:6](=[CH:7][C:8]([O:14][CH2:15][CH2:16][CH2:17][N:18]4[CH2:23][CH2:22][CH2:21][CH2:20][CH2:19]4)=[C:9]([O:12][CH3:13])[CH:10]=3)[N:5]=[CH:4][N:3]=2)=[CH:32][CH:31]=[C:30]2[C:26]=1[CH:27]=[C:28]([CH3:35])[NH:29]2. Reported procedure: Using an analogous procedure to that described in Example 237, 4-chloro-6-methoxy-7-(3-piperidinopropoxy)quinazoline (1.65 g, 4.89 mmol), (prepared as described for the starting material in Example 67), was reacted with 4-fluoro-5-hydroxy-2-methylindole (970 mg, 5.88 mmol), (prepared as described for the starting material in Example 237), to give 4-(4-fluoro-2-methylindol-5-yloxy)-6-methoxy-7-(3-piperidinopropoxy)quinazoline (1.9 g, 83%). The reactants are CCC(C)C(NC(=O)OC(C)(C)C)C(=O)N1CC(O)C1, CCN(CC)S(F)(F)F, CCOC(C)=O, ClCCl. The product is CCC(C)C(NC(=O)OC(C)(C)C)C(=O)N1CC(F)C1. Reaction SMILES: [C:10]([CH3:11])([CH3:12])([CH3:13])[O:14][C:15]([NH:16][CH:17]([CH:18]([CH2:19][CH3:20])[CH3:21])[C:22](=[O:23])[N:24]1[CH2:25][CH:26]([OH:28])[CH2:27]1)=[O:29].[CH2:1]([N:2]([S:3]([F:4])([F:5])[F:7])[CH2:6][CH3:8])[CH3:9].[CH3:33][CH2:34][O:35][C:36](=[O:37])[CH3:38].[Cl:30][CH2:31][Cl:32]>>[F:7][CH:26]1[CH2:25][N:24]([C:22]([CH:17]([NH:16][C:15]([O:14][C:10]([CH3:11])([CH3:12])[CH3:13])=[O:29])[CH:18]([CH2:19][CH3:20])[CH3:21])=[O:23])[CH2:27]1. The reactants are CN1CCCC(CN2CCN(Cc3ccccc3)CC2)C1, CO, [H][H]. Product: CN1CCCC(CN2CCNCC2)C1. As a reaction SMILES: [CH2:1]([c:2]1[cH:3][cH:4][cH:5][cH:6][cH:7]1)[N:8]1[CH2:9][CH2:10][N:11]([CH2:14][CH:15]2[CH2:16][N:17]([CH3:21])[CH2:18][CH2:19][CH2:20]2)[CH2:12][CH2:13]1.[CH3:24][OH:25].[H:22][H:23]>>[NH:8]1[CH2:9][CH2:10][N:11]([CH2:14][CH:15]2[CH2:16][N:17]([CH3:21])[CH2:18][CH2:19][CH2:20]2)[CH2:12][CH2:13]1. The reactants are CC(=O)NC1Cc2ccccc2C1, O=[N+]([O-])O. Yields the product CC(=O)NC1Cc2ccc([N+](=O)[O-])cc2C1. RXN SMILES: [C:1]([CH3:2])(=[O:3])[NH:4][CH:5]1[CH2:6][c:7]2[cH:8][cH:9][cH:10][cH:11][c:12]2[CH2:13]1.[OH:14][N+:15]([O-:16])=[O:17]>>[C:1]([CH3:2])(=[O:3])[NH:4][CH:5]1[CH2:6][c:7]2[cH:8][cH:9][c:10]([N+:15](=[O:14])[O-:16])[cH:11][c:12]2[CH2:13]1. Reactants: C(Br)(Br)(Br)Br (carbon tetrabromide), C1(=CC=CC=C1)P(C1=CC=CC=C1)C1=CC=CC=C1 (triphenylphosphine), C(C1=CC=CC=C1)(C1=CC=CC=C1)OC=1C2=C(C(=C3C=CC=NC13)CO)CN(C2=O)CC2=CC=C(C=C2)OC (9-benzhydryloxy-5-hydroxymethyl-7-(4-methoxy-benzyl)-6,7-dihydro-pyrrolo[3,4-g]quinolin-8-one). The solvent is ClCCl (dichloromethane). Yields the product C(C1=CC=CC=C1)(C1=CC=CC=C1)OC=1C2=C(C(=C3C=CC=NC13)CBr)CN(C2=O)CC2=CC=C(C=C2)OC (9-benzhydryloxy-5-bromomethyl-7-(4-methoxy-benzyl)-6,7-dihydro-pyrrolo[3,4-g]quinolin-8-one). Reaction SMILES: [CH:1]([O:14][C:15]1[C:16]2[C:29](=[O:30])[N:28]([CH2:31][C:32]3[CH:37]=[CH:36][C:35]([O:38][CH3:39])=[CH:34][CH:33]=3)[CH2:27][C:17]=2[C:18]([CH2:25]O)=[C:19]2[C:24]=1[N:23]=[CH:22][CH:21]=[CH:20]2)([C:8]1[CH:13]=[CH:12][CH:11]=[CH:10][CH:9]=1)[C:2]1[CH:7]=[CH:6][CH:5]=[CH:4][CH:3]=1.C(Br)(Br)(Br)[Br:41].C1(P(C2C=CC=CC=2)C2C=CC=CC=2)C=CC=CC=1>ClCCl>[CH:1]([O:14][C:15]1[C:16]2[C:29](=[O:30])[N:28]([CH2:31][C:32]3[CH:37]=[CH:36][C:35]([O:38][CH3:39])=[CH:34][CH:33]=3)[CH2:27][C:17]=2[C:18]([CH2:25][Br:41])=[C:19]2[C:24]=1[N:23]=[CH:22][CH:21]=[CH:20]2)([C:8]1[CH:13]=[CH:12][CH:11]=[CH:10][CH:9]=1)[C:2]1[CH:7]=[CH:6][CH:5]=[CH:4][CH:3]=1. Reported procedure: For example, 9-benzhydryloxy-5-hydroxymethyl-7-(4-methoxy-benzyl)-6,7-dihydro-pyrrolo[3,4-g]quinolin-8-one A11.5 prepared by the method shown in Example 50, is reacted in dichloromethane with one molar equivalent of carbon tetrabromide and triphenylphosphine to produce 9-benzhydryloxy-5-bromomethyl-7-(4-methoxy-benzyl)-6,7-dihydro-pyrrolo[3,4-g]quinolin-8-one A11.6. The product is then heated at 120° C. with an excess of a trialkyl phosphite A11.3. The resulting phosphonate is then deprotected t... The reactants are NCCC(C(=O)O)C(=O)OCc1ccccc1, ClCCl, C=C(C)C, O=S(=O)(O)O. Yields the product CC(C)(C)OC(=O)C(CCN)C(=O)OCc1ccccc1. As a reaction SMILES: [CH2:10]([c:11]1[cH:12][cH:13][cH:14][cH:15][cH:16]1)[O:17][C:18](=[O:19])[CH:20]([C:21](=[O:22])[OH:23])[CH2:24][CH2:25][NH2:26].[CH2:27]([Cl:28])[Cl:29].[CH3:1][C:2]([CH3:3])=[CH2:4].[S:5](=[O:6])(=[O:7])([OH:8])[OH:9]>>[CH3:1][C:2]([CH3:3])([CH3:4])[O:23][C:21]([CH:20]([C:18]([O:17][CH2:10][c:11]1[cH:12][cH:13][cH:14][cH:15][cH:16]1)=[O:19])[CH2:24][CH2:25][NH2:26])=[O:22]. Reactants: O=C([O-])O, CC1=NN(c2ccc3c(c2)C(C)(C)CC3)C(=O)C1, CCO, Cl, Cl, O=N[O-], Nc1cccc(-c2cccc(-c3nnn[nH]3)c2)c1O, [Na+], [Na+]. Yields the product CC1=NN(c2ccc3c(c2)C(C)(C)CC3)C(=O)C1=NNc1cccc(-c2cccc(-c3nnn[nH]3)c2)c1O. Reaction SMILES: [C:43](=[O:44])([OH:45])[O-:46].[CH3:25][C:26]1([CH3:42])[CH2:27][CH2:28][c:29]2[cH:30][cH:31][c:32]([N:35]3[N:36]=[C:37]([CH3:41])[CH2:38][C:39]3=[O:40])[cH:33][c:34]21.[CH3:49][CH2:50][OH:51].[ClH:1].[ClH:48].[N:21]([O-:22])=[O:23].[NH2:2][c:3]1[c:4]([OH:20])[c:5](-[c:9]2[cH:10][c:11](-[c:15]3[n:16][n:17][n:18][nH:19]3)[cH:12][cH:13][cH:14]2)[cH:6][cH:7][cH:8]1.[Na+:24].[Na+:47]>>[NH:2]([c:3]1[c:4]([OH:20])[c:5](-[c:9]2[cH:10][c:11](-[c:15]3[n:16][n:17][n:18][nH:19]3)[cH:12][cH:13][cH:14]2)[cH:6][cH:7][cH:8]1)[N:21]=[C:38]1[C:37]([CH3:41])=[N:36][N:35]([c:32]2[cH:31][cH:30][c:29]3[c:34]([cH:33]2)[C:26]([CH3:25])([CH3:42])[CH2:27][CH2:28]3)[C:39]1=[O:40].